Dataset: the Open Reaction Database (ORD), a public repository of structured organic reaction records. Task: describe an organic reaction: reactants, conditions, products, and yield The reactants are Cc1cc([N+](=O)[O-])ccc1N=C1NC(CC(C)C)CS1, CC(C)(C)C(=O)CCl. Product: Cc1cc([N+](=O)[O-])ccc1N=C1SCC(CC(C)C)N1CC(=O)C(C)(C)C. Reaction SMILES: [CH3:1][c:2]1[c:3]([N:11]=[C:12]2[S:13][CH2:14][CH:15]([CH2:17][CH:18]([CH3:19])[CH3:20])[NH:16]2)[cH:4][cH:5][c:6]([N+:8](=[O:9])[O-:10])[cH:7]1.[Cl:21][CH2:22][C:23]([C:24]([CH3:25])([CH3:26])[CH3:27])=[O:28]>>[CH3:1][c:2]1[c:3]([N:11]=[C:12]2[S:13][CH2:14][CH:15]([CH2:17][CH:18]([CH3:19])[CH3:20])[N:16]2[CH2:22][C:23]([C:24]([CH3:25])([CH3:26])[CH3:27])=[O:28])[cH:4][cH:5][c:6]([N+:8](=[O:9])[O-:10])[cH:7]1. The reactants are ClC=1N=C(C2=C(N1)SC(=C2)CN2CC(CC2)O)N2CCOCC2 (1-((2-chloro-4-morpholinothieno[2,3-d]pyrimidin-6-yl)methyl)pyrrolidin-3-ol), CN(C(OC(C)(C)C)=O)C1=NC=C(C=N1)B1OC(C(O1)(C)C)(C)C (tert-butyl methyl(5-(4,4,5,5-tetramethyl-1,3,2-dioxaborolan-2-yl)pyrimidin-2-yl)carbamate). Yields the product CNC1=NC=C(C=N1)C=1N=C(C2=C(N1)SC(=C2)CN2CC(CC2)O)N2CCOCC2 (1-((2-(2-(methylamino)pyrimidin-5-yl)-4-morpholinothieno[2,3-d]pyrimidin-6-yl)methyl)pyrrolidin-3-ol). Isolated yield 29.0%. Reaction SMILES: Cl[C:2]1[N:3]=[C:4]([N:18]2[CH2:23][CH2:22][O:21][CH2:20][CH2:19]2)[C:5]2[CH:10]=[C:9]([CH2:11][N:12]3[CH2:16][CH2:15][CH:14]([OH:17])[CH2:13]3)[S:8][C:6]=2[N:7]=1.[CH3:24][N:25]([C:33]1[N:38]=[CH:37][C:36](B2OC(C)(C)C(C)(C)O2)=[CH:35][N:34]=1)C(=O)OC(C)(C)C>>[CH3:24][NH:25][C:33]1[N:38]=[CH:37][C:36]([C:2]2[N:3]=[C:4]([N:18]3[CH2:23][CH2:22][O:21][CH2:20][CH2:19]3)[C:5]3[CH:10]=[C:9]([CH2:11][N:12]4[CH2:16][CH2:15][CH:14]([OH:17])[CH2:13]4)[S:8][C:6]=3[N:7]=2)=[CH:35][N:34]=1. Procedure details: 1-((2-chloro-4-morpholinothieno[2,3-d]pyrimidin-6-yl)methyl)pyrrolidin-3-ol (235 mg, 0.67 mmol) was utilized in a Suzuki coupling with tert-butyl methyl(5-(4,4,5,5-tetramethyl-1,3,2-dioxaborolan-2-yl)pyrimidin-2-yl)carbamate (311 mg, 0.93 mmol) according to General Procedure Suzuki to provide 380 (83 mg) after reverse phase HPLC purification. MS (Q1) 428 (M)+